This data is from the Open Reaction Database (ORD), a public repository of structured organic reaction records. The task is: describe an organic reaction: reactants, conditions, products, and yield The reactants are BrC=1C=C(C2=C(CCO2)C1)C1=CC=NC=C1 (4-(5-bromo-2,3-dihydro-benzofuran-7-yl)-pyridine), C(C1=CC=CC=C1)Br (benzyl bromide), [BH4-].[Na+] (NaBH4), C(Cl)Cl.CO (CH2Cl2 MeOH). Run in C1(=CC=CC=C1)C (toluene), CO (MeOH). Conditions: temperature 0 celsius. Product: C(C1=CC=CC=C1)N1CCC(=CC1)C1=CC(=CC=2CCOC21)Br (1-Benzyl-4-(5-bromo-2,3-dihydro-benzofuran-7-yl)-1,2,3,6-tetrahydro-pyridine). The yield is 71.0%. RXN SMILES: [Br:1][C:2]1[CH:3]=[C:4]([C:11]2[CH:16]=[CH:15][N:14]=[CH:13][CH:12]=2)[C:5]2[O:9][CH2:8][CH2:7][C:6]=2[CH:10]=1.[CH2:17](Br)[C:18]1[CH:23]=[CH:22][CH:21]=[CH:20][CH:19]=1.C(Cl)Cl.CO.[BH4-].[Na+]>C1(C)C=CC=CC=1.CO>[CH2:17]([N:14]1[CH2:15][CH:16]=[C:11]([C:4]2[C:5]3[O:9][CH2:8][CH2:7][C:6]=3[CH:10]=[C:2]([Br:1])[CH:3]=2)[CH2:12][CH2:13]1)[C:18]1[CH:23]=[CH:22][CH:21]=[CH:20][CH:19]=1 |f:2.3,4.5|. Procedure details: To a solution of 4-(5-bromo-2,3-dihydro-benzofuran-7-yl)-pyridine in toluene was added benzyl bromide (1 eq.) and the reaction mixture was stirred under reflux for 14 h. Reaction was monitored by TLC (CH2Cl2/MeOH 95:5) and revealed total conversion to an intermediate. Complete evaporation of the solvent gave a white solid. The solid was dissolved in MeOH under argon and cooled down to 0° C., NaBH4 (2.05 eq.) was added portion-wise (exothermic reaction) and the reaction mixture was stirred for 3 ... Reactants: C(C(=O)Cl)(=O)Cl (oxalyl chloride), C=1(C(=CC=CC1)CC(=O)O)C1=CC=CC=C1 (Biphenylacetic acid), CN(C=O)C (N,N-dimethylformamide), C(C(=O)Cl)(=O)Cl (oxalyl chloride). Reagents/catalysts: CN(C=O)C (N,N-dimethylformamide). Solvent: C(Cl)(Cl)Cl (Chloroform), C(Cl)(Cl)Cl (chloroform). Run at time 72 hour. The product is C=1(C(=CC=CC1)CC(=O)Cl)C1=CC=CC=C1 (biphenylacetyl chloride). Yield: 100.0%. RXN SMILES: [C:1]1([C:11]2[CH:16]=[CH:15][CH:14]=[CH:13][CH:12]=2)[C:2]([CH2:7][C:8](O)=[O:9])=[CH:3][CH:4]=[CH:5][CH:6]=1.C(Cl)(=O)C([Cl:20])=O.CN(C)C=O>C(Cl)(Cl)Cl.CN(C)C=O>[C:1]1([C:11]2[CH:16]=[CH:15][CH:14]=[CH:13][CH:12]=2)[C:2]([CH2:7][C:8]([Cl:20])=[O:9])=[CH:3][CH:4]=[CH:5][CH:6]=1. Procedure details: Biphenylacetic acid (6.0 g (0.028 mol)) manufactured by Sigma-Aldrich Co. LLC was dissolved in dehydrated chloroform (60 ml). To this, oxalyl chloride (3.7 g (0.029 mol)) and N,N-dimethylformamide (0.04 ml (0.51 mmol)) were added. The mixture was stirred at room temperature for 72 hours. Chloroform, excessive oxalyl chloride and N,N-dimethylformamide were distillated away under reduced pressure to obtain biphenylacetyl chloride (6.5 g (0.028 mol)). Yields the product COc1nc(NCCc2ccc(Cl)cc2Cl)cc(-c2cccc(C(C)C(=O)O)c2)n1. As a reaction SMILES: [C:21](=[O:22])([OH:23])[CH:24]([CH3:25])[c:26]1[cH:27][c:28]([B:32]([OH:33])[OH:34])[cH:29][cH:30][cH:31]1.[C:40](=[O:41])([O-:42])[O-:43].[CH3:37][C:38]#[N:39].[Cl:1][c:2]1[cH:3][c:4]([NH:10][CH2:11][CH2:12][c:13]2[c:14]([Cl:20])[cH:15][c:16]([Cl:19])[cH:17][cH:18]2)[n:5][c:6]([O:8][CH3:9])[n:7]1.[ClH:36].[Na+:44].[Na+:45].[OH2:35].[cH:46]1[cH:47][cH:48][c:49]([P:50]([Pd:51]([P:52]([c:53]2[cH:54][cH:55][cH:56][cH:57][cH:58]2)([c:59]2[cH:60][cH:61][cH:62][cH:63][cH:64]2)[c:65]2[cH:66][cH:67][cH:68][cH:69][cH:70]2)([P:71]([c:72]2[cH:73][cH:74][cH:75][cH:76][cH:77]2)([c:78]2[cH:79][cH:80][cH:81][cH:82][cH:83]2)[c:84]2[cH:85][cH:86][cH:87][cH:88][cH:89]2)[P:90]([c:91]2[cH:92][cH:93][cH:94][cH:95][cH:96]2)([c:97]2[cH:98][cH:99][cH:100][cH:101][cH:102]2)[c:103]2[cH:104][cH:105][cH:106][cH:107][cH:108]2)([c:109]2[cH:110][cH:111][cH:112][cH:113][cH:114]2)[c:115]2[cH:116][cH:117][cH:118][cH:119][cH:120]2)[cH:121][cH:122]1>>[c:2]1(-[c:28]2[cH:27][c:26]([CH:24]([C:21](=[O:22])[OH:23])[CH3:25])[cH:31][cH:30][cH:29]2)[cH:3][c:4]([NH:10][CH2:11][CH2:12][c:13]2[c:14]([Cl:20])[cH:15][c:16]([Cl:19])[cH:17][cH:18]2)[n:5][c:6]([O:8][CH3:9])[n:7]1. The reactants are CC(C(=O)O)c1cccc(B(O)O)c1, O=C([O-])[O-], CC#N, COc1nc(Cl)cc(NCCc2ccc(Cl)cc2Cl)n1, Cl, [Na+], [Na+], O, c1ccc(P(c2ccccc2)(c2ccccc2)[Pd](P(c2ccccc2)(c2ccccc2)c2ccccc2)(P(c2ccccc2)(c2ccccc2)c2ccccc2)P(c2ccccc2)(c2ccccc2)c2ccccc2)cc1. The reactants are CC(C)(C)[Si](C)(C)OCCCCc1cc(Br)c2c(N)ncnn12, O=C([O-])[O-], CC1(C)OB(c2ccc3cn(Cc4ccccc4)nc3c2)OC1(C)C, COCCOC, [Na+], [Na+]. Product: CC(C)(C)[Si](C)(C)OCCCCc1cc(-c2ccc3cn(Cc4ccccc4)nc3c2)c2c(N)ncnn12. RXN SMILES: [Br:1][c:2]1[cH:3][c:4]([CH2:12][CH2:13][CH2:14][CH2:15][O:16][Si:17]([CH3:18])([CH3:19])[C:20]([CH3:21])([CH3:22])[CH3:23])[n:5]2[n:6][cH:7][n:8][c:9]([NH2:11])[c:10]12.[C:49](=[O:50])([O-:51])[O-:52].[CH2:24]([c:25]1[cH:26][cH:27][cH:28][cH:29][cH:30]1)[n:31]1[n:32][c:33]2[cH:34][c:35]([B:40]3[O:41][C:42]([CH3:43])([CH3:44])[C:45]([CH3:46])([CH3:47])[O:48]3)[cH:36][cH:37][c:38]2[cH:39]1.[CH3:55][O:56][CH2:57][CH2:58][O:59][CH3:60].[Na+:53].[Na+:54]>>[c:2]1(-[c:35]2[cH:34][c:33]3[n:32][n:31]([CH2:24][c:25]4[cH:26][cH:27][cH:28][cH:29][cH:30]4)[cH:39][c:38]3[cH:37][cH:36]2)[cH:3][c:4]([CH2:12][CH2:13][CH2:14][CH2:15][O:16][Si:17]([CH3:18])([CH3:19])[C:20]([CH3:21])([CH3:22])[CH3:23])[n:5]2[n:6][cH:7][n:8][c:9]([NH2:11])[c:10]12.